From a dataset of the Open Reaction Database (ORD), a public repository of structured organic reaction records. describe an organic reaction: reactants, conditions, products, and yield Reactants: ClCC=1N=C2N(C3=C(C(=NC2)C2=C(C=CC=C2)Cl)C=C(C=C3)[N+](=O)[O-])C1 (2-chloromethyl-6-(2-chlorophenyl)-8-nitro-4H-imidazo [1,2-a][1,4]benzodiazepine), C(O)([O-])=O.[Na+] (sodium hydrogen carbonate). Solvent: O1CCOCC1 (dioxan), O (water). Conditions: temperature 80 celsius, time 2.5 hour. Yields the product ClC1=C(C=CC=C1)C1=NCC=2N(C3=C1C=C(C=C3)[N+](=O)[O-])C=C(N2)CO (6-(2-chlorophenyl)-8-nitro-4H-imidazo[1,2-a][1,4]benzodiazepine-2-methanol). Isolated yield 54.4%. Reaction SMILES: Cl[CH2:2][C:3]1[N:4]=[C:5]2[CH2:11][N:10]=[C:9]([C:12]3[CH:17]=[CH:16][CH:15]=[CH:14][C:13]=3[Cl:18])[C:8]3[CH:19]=[C:20]([N+:23]([O-:25])=[O:24])[CH:21]=[CH:22][C:7]=3[N:6]2[CH:26]=1.C(=O)([O-])[OH:28].[Na+]>O1CCOCC1.O>[Cl:18][C:13]1[CH:14]=[CH:15][CH:16]=[CH:17][C:12]=1[C:9]1[C:8]2[CH:19]=[C:20]([N+:23]([O-:25])=[O:24])[CH:21]=[CH:22][C:7]=2[N:6]2[CH:26]=[C:3]([CH2:2][OH:28])[N:4]=[C:5]2[CH2:11][N:10]=1 |f:1.2|. Procedure details: A solution of 2.7 g of 2-chloromethyl-6-(2-chlorophenyl)-8-nitro-4H-imidazo [1,2-a][1,4]benzodiazepine in 30 ml of dioxan was treated with a solution of 0.74 g of sodium hydrogen carbonate in 10 ml of water and the mixture was stirred at 80° C. for 2.5 h. The mixture was filtered and the filtrate was made neutral with aqueous 3N hydrochloric acid. The filtrate was evaporated in a vacuum and the residue was taken up in chloroform and water. The chloroform phase was washed with water, dried over s... Starting materials: O=C(Nc1nc2cc(-c3cccc(Cl)c3)ccc2[nH]1)c1cn2nc(Cl)ccc2n1, OCCOC1CCCCO1. The product is O=C(Nc1nc2cc(-c3cccc(Cl)c3)ccc2[nH]1)c1cn2nc(OCCO)ccc2n1. Reaction SMILES: [Cl:1][c:2]1[cH:3][c:4](-[c:8]2[cH:9][c:10]3[c:11]([nH:12][c:13]([NH:15][C:16](=[O:17])[c:18]4[n:19][c:20]5[n:21]([n:22][c:23]([Cl:26])[cH:24][cH:25]5)[cH:27]4)[n:14]3)[cH:28][cH:29]2)[cH:5][cH:6][cH:7]1.[O:30]1[CH2:31][CH2:32][CH2:33][CH2:34][CH:35]1[O:36][CH2:37][CH2:38][OH:39]>>[Cl:1][c:2]1[cH:3][c:4](-[c:8]2[cH:9][c:10]3[c:11]([nH:12][c:13]([NH:15][C:16](=[O:17])[c:18]4[n:19][c:20]5[n:21]([n:22][c:23]([O:36][CH2:37][CH2:38][OH:39])[cH:24][cH:25]5)[cH:27]4)[n:14]3)[cH:28][cH:29]2)[cH:5][cH:6][cH:7]1. The reactants are NC1=C(C=C(C(=C1)Cl)Br)CO ((2-amino-5-bromo-4-chlorophenyl)methanol). The reagents and catalysts are [O-2].[Mn+4].[O-2] (manganese(IV) oxide). Solvent: ClCCl (dichloromethane). Conditions: time 8 hour. The product is NC1=C(C=O)C=C(C(=C1)Cl)Br (2-amino-5-bromo-4-chlorobenzaldehyde). The yield is 83.6%. Reaction SMILES: [NH2:1][C:2]1[CH:7]=[C:6]([Cl:8])[C:5]([Br:9])=[CH:4][C:3]=1[CH2:10][OH:11]>ClCCl.[O-2].[Mn+4].[O-2]>[NH2:1][C:2]1[CH:7]=[C:6]([Cl:8])[C:5]([Br:9])=[CH:4][C:3]=1[CH:10]=[O:11] |f:2.3.4|. Procedure details: A mixture of (2-amino-5-bromo-4-chlorophenyl)methanol (6 g, 25.5 mmol) and manganese(IV) oxide (15.5 g, 0.178 mol) in dichloromethane (100 mL) was stirred at room temperature overnight. The solid was filtered off, and the filtrate was concentrated to give the title compound as a light yellow solid (5 g, 81%). MS (ES+) C7H5BrClNO requires: 233, 235, found: 234, 236 [M+H]+. The reactants are COC(=O)C(CNC(=O)OC(C)(C)C)NC(=O)c1sc(C(=O)NCc2cccc(O)c2)cc1C(F)(F)F, ClCCl, O=C(O)C(F)(F)F. Yields the product COC(=O)C(CN)NC(=O)c1sc(C(=O)NCc2cccc(O)c2)cc1C(F)(F)F, O=C(O)C(F)(F)F. As a reaction SMILES: [CH3:1][O:2][C:3]([CH:4]([CH2:5][NH:6][C:7]([O:8][C:9]([CH3:10])([CH3:11])[CH3:12])=[O:13])[NH:14][C:15](=[O:16])[c:17]1[s:18][c:19]([C:26]([NH:27][CH2:28][c:29]2[cH:30][c:31]([OH:35])[cH:32][cH:33][cH:34]2)=[O:36])[cH:20][c:21]1[C:22]([F:23])([F:24])[F:25])=[O:37].[Cl:45][CH2:46][Cl:47].[F:38][C:39]([C:40](=[O:41])[OH:42])([F:43])[F:44]>>[CH3:1][O:2][C:3]([CH:4]([CH2:5][NH2:6])[NH:14][C:15](=[O:16])[c:17]1[s:18][c:19]([C:26]([NH:27][CH2:28][c:29]2[cH:30][c:31]([OH:35])[cH:32][cH:33][cH:34]2)=[O:36])[cH:20][c:21]1[C:22]([F:23])([F:24])[F:25])=[O:37].[F:38][C:39]([C:40](=[O:41])[OH:42])([F:43])[F:44]. Reactants: BrCc1ccccc1, CCCC[N+](CCCC)(CCCC)CCCC, OCCCO, [H-], [I-], [Na+], C1CCOC1. Yields the product OCCCOCc1ccccc1. RXN SMILES: [Br:8][CH2:9][c:10]1[cH:11][cH:12][cH:13][cH:14][cH:15]1.[CH2:22]([N+:23]([CH2:24][CH2:25][CH2:26][CH3:27])([CH2:28][CH2:29][CH2:30][CH3:31])[CH2:32][CH2:33][CH2:34][CH3:35])[CH2:36][CH2:37][CH3:38].[CH2:3]([CH2:4][CH2:5][OH:6])[OH:7].[H-:1].[I-:21].[Na+:2].[O:16]1[CH2:17][CH2:18][CH2:19][CH2:20]1>>[CH2:3]([CH2:4][CH2:5][O:6][CH2:9][c:10]1[cH:11][cH:12][cH:13][cH:14][cH:15]1)[OH:7]. The reactants are CC(=O)O[BH-](OC(C)=O)OC(C)=O, ClCCl, CN(C)CCN, CC(=O)O, COC(=O)c1ccc(C=O)cc1, [Na+]. Yields the product COC(=O)c1ccc(CNCCN(C)C)cc1. As a reaction SMILES: [C:23]([O:24][BH-:25]([O:26][C:27](=[O:28])[CH3:29])[O:30][C:31](=[O:32])[CH3:33])(=[O:34])[CH3:35].[CH2:37]([Cl:38])[Cl:39].[CH3:13][N:14]([CH2:15][CH2:16][NH2:17])[CH3:18].[CH3:19][C:20](=[O:21])[OH:22].[CH:1](=[O:2])[c:3]1[cH:4][cH:5][c:6]([C:7](=[O:8])[O:9][CH3:10])[cH:11][cH:12]1.[Na+:36]>>[CH2:1]([c:3]1[cH:4][cH:5][c:6]([C:7](=[O:8])[O:9][CH3:10])[cH:11][cH:12]1)[NH:17][CH2:16][CH2:15][N:14]([CH3:13])[CH3:18].